This data is from the Open Reaction Database (ORD), a public repository of structured organic reaction records. The task is: describe an organic reaction: reactants, conditions, products, and yield Reactants: FC=1C=CC=C2C=3C(C(CCC3NC12)=CC=1N=CNC1C)=O (8-Fluoro-1,2,3,9-tetrahydro-3-[(5-methyl-1H-imidazol-4-yl) methylene]-4H-carbazol-4-one), [H][H] (hydrogen). The reagents and catalysts are [Pd] (palladium on charcoal). Run in C(C)O (ethanol), C(C)O (ethanol). The product is FC=1C=CC=C2C=3C(C(CCC3NC12)CC=1N=CNC1C)=O (8-Fluoro-1,2,3,9-tetrahydro-3-[(5-methyl-1H-imidazol-4-yl)methyl]-4H -carbazol-4-one). The yield is 46.7%. As a reaction SMILES: [F:1][C:2]1[CH:3]=[CH:4][CH:5]=[C:6]2[C:14]=1[NH:13][C:12]1[CH2:11][CH2:10][C:9](=[CH:15][C:16]3[N:17]=[CH:18][NH:19][C:20]=3[CH3:21])[C:8](=[O:22])[C:7]2=1.[H][H]>C(O)C.[Pd]>[F:1][C:2]1[CH:3]=[CH:4][CH:5]=[C:6]2[C:14]=1[NH:13][C:12]1[CH2:11][CH2:10][CH:9]([CH2:15][C:16]3[N:17]=[CH:18][NH:19][C:20]=3[CH3:21])[C:8](=[O:22])[C:7]2=1. Procedure: 8-Fluoro-1,2,3,9-tetrahydro-3-[(5-methyl-1H-imidazol-4-yl) methylene]-4H-carbazol-4-one (728 mg) in absolute ethanol (30 ml) was added to a suspension of 5% palladium on charcoal (100 mg) in ethanol (30 ml), and the resulting mixture was hydrogenated at room temperature and atmospheric pressure until hydrogen uptake had ceased. The mixture was filtered, and the filtrate was evaporated in vacuo to leave an oil which was purified by FCC eluting with ethanol:ethyl acetate (1:5) to give the title co... The reactants are ClC(Cl)Cl, Cl, N#CO[Na], O=C(C1CCCO1)N1CCNCC1, O. Product: O=CNN1CCN(C(=O)C2CCCO2)CC1. Reaction SMILES: [CH:19]([Cl:20])([Cl:21])[Cl:22].[ClH:14].[Na:15][O:16][C:17]#[N:18].[O:1]1[CH:2]([C:6](=[O:7])[N:8]2[CH2:9][CH2:10][NH:11][CH2:12][CH2:13]2)[CH2:3][CH2:4][CH2:5]1.[OH2:23]>>[O:1]1[CH:2]([C:6](=[O:7])[N:8]2[CH2:9][CH2:10][N:11]([NH:18][CH:17]=[O:16])[CH2:12][CH2:13]2)[CH2:3][CH2:4][CH2:5]1. Starting materials: C(C)OC(=O)Cl (Ethoxycarbonyl chloride), ClC=1C=C2C(C(NC2=CC1)=O)=O (5-chloroisatin), O1CCCC1 (tetrahydrofuran). Solvent: C(C)N(CC)CC (triethylamine). The product is ClC=1C=C2C(C(N(C2=CC1)C(=O)OCC)=O)=O (5-chloro-1-ethoxycarbonylisatin). RXN SMILES: [CH2:1]([O:3][C:4](Cl)=[O:5])[CH3:2].[Cl:7][C:8]1[CH:9]=[C:10]2[C:14](=[CH:15][CH:16]=1)[NH:13][C:12](=[O:17])[C:11]2=[O:18].O1CCCC1>C(N(CC)CC)C>[Cl:7][C:8]1[CH:9]=[C:10]2[C:14](=[CH:15][CH:16]=1)[N:13]([C:4]([O:3][CH2:1][CH3:2])=[O:5])[C:12](=[O:17])[C:11]2=[O:18]. Procedure: Ethoxycarbonyl chloride (10.5 ml) is added dropwise to a mixture of 5-chloroisatin (18.16 g), tetrahydrofuran (180 ml) and triethylamine (15.3 ml) with stirring, and the mixture is stirred at room temperature for 5 minutes. The mixture is concentrated under reduced pressure to remove solvent, and water is added to the residue. Crystalline precipitates are collected by filtration, washed with isopropanol and isopropyl ether and then dried, whereby 5-chloro-1-ethoxycarbonylisatin (23.3 g) is obtai... The reactants are CCN=C=NCCCN(C)C.Cl (EDC.HCl), CC1(OB(OC1(C)C)C1=CC=C(N)C=C1)C (4-(4,4,5,5-tetramethyl-1,3,2-dioxaborolan-2-yl)aniline), CCN=C=NCCCN(C)C.Cl (EDC.HCl), C=1C=CC2=C(C1)N=NN2O (HOBt), CC1(OB(OC1(C)C)C1=CC=C(N)C=C1)C (4-(4,4,5,5-tetramethyl-1,3,2-dioxaborolan-2-yl)aniline), C(C1=CC=CC=C1)N1C=C(C(C(=C1)C1=CC=C(C=C1)F)=O)C(=O)O (1-benzyl-5-(4-fluorophenyl)-4-oxo-1,4-dihydropyridine-3-carboxylic acid). Run in O (water), CN(C)C=O (DMF). Reaction conditions: temperature 50 celsius, time 8 hour. The product is C(C1=CC=CC=C1)N1C=C(C(C(=C1)C1=CC=C(C=C1)F)=O)C(=O)NC1=CC=C(C=C1)B1OC(C(O1)(C)C)(C)C (1-Benzyl-5-(4-fluorophenyl)-4-oxo-N-[4-(4,4,5,5-tetramethyl-1,3,2-dioxaborolan-2-yl)phenyl]-1,4-dihydropyridine-3-carboxamide). The yield is 40.4%. As a reaction SMILES: CCN=C=NCCCN(C)C.Cl.C1C=CC2N(O)N=NC=2C=1.[CH3:23][C:24]1([CH3:38])[C:28]([CH3:30])([CH3:29])[O:27][B:26]([C:31]2[CH:37]=[CH:36][C:34]([NH2:35])=[CH:33][CH:32]=2)[O:25]1.[CH2:39]([N:46]1[CH:51]=[C:50]([C:52]2[CH:57]=[CH:56][C:55]([F:58])=[CH:54][CH:53]=2)[C:49](=[O:59])[C:48]([C:60](O)=[O:61])=[CH:47]1)[C:40]1[CH:45]=[CH:44][CH:43]=[CH:42][CH:41]=1>CN(C=O)C.O>[CH2:39]([N:46]1[CH:51]=[C:50]([C:52]2[CH:53]=[CH:54][C:55]([F:58])=[CH:56][CH:57]=2)[C:49](=[O:59])[C:48]([C:60]([NH:35][C:34]2[CH:36]=[CH:37][C:31]([B:26]3[O:25][C:24]([CH3:38])([CH3:23])[C:28]([CH3:29])([CH3:30])[O:27]3)=[CH:32][CH:33]=2)=[O:61])=[CH:47]1)[C:40]1[CH:45]=[CH:44][CH:43]=[CH:42][CH:41]=1 |f:0.1|. Procedure details: EDC.HCl (152 mg), HOBt (73 mg) and 4-(4,4,5,5-tetramethyl-1,3,2-dioxaborolan-2-yl)aniline (128 mg) were added to a solution of 1-benzyl-5-(4-fluorophenyl)-4-oxo-1,4-dihydropyridine-3-carboxylic acid (171 mg) in DMF (3 ml) at room temperature. The reaction mixture was stirred at 50° C. overnight. EDC.HCl (76 mg) and 4-(4,4,5,5-tetramethyl-1,3,2-dioxaborolan-2-yl)aniline (64 mg) were added to the reaction mixture at 50° C. The reaction mixture was stirred at 50° C. overnight. The reaction mixture ... Reactants: CC(F)(F)C(F)(F)C(=CF)C(F)(F)F, O, O=S(=O)(O)O. Yields the product CC(F)(F)C(F)(F)C(O)(CF)C(F)(F)F. RXN SMILES: [F:1][C:2]([C:3](=[CH:4][F:5])[C:6]([C:7]([CH3:8])([F:9])[F:10])([F:11])[F:12])([F:13])[F:14].[OH2:20].[S:15]([OH:16])(=[O:17])(=[O:18])[OH:19]>>[F:1][C:2]([C:3]([CH2:4][F:5])([C:6]([C:7]([CH3:8])([F:9])[F:10])([F:11])[F:12])[OH:16])([F:13])[F:14]. Starting materials: S1C(=CC=C1)CC(=O)O (thiophen-2-yl acetic acid), CN[C@@H]1CCC=2N(C3=CC=CC=C3C2CC(=O)OCCC)C1 (propyl [(7R)-7-(methylamino)-6,7,8,9-tetrahydropyrido[1,2-a]indol-10-yl]acetate). The product is CN([C@@H]1CCC=2N(C3=CC=CC=C3C2CC(=O)O)C1)C(CC=1SC=CC1)=O ({(7R)-7-[Methyl-(2-thiophen-2-yl-acetyl)-amino]-6,7,8,9-tetrahydro-pyrido[1,2-a]indol-10-yl}-acetic acid). RXN SMILES: [S:1]1[CH:5]=[CH:4][CH:3]=[C:2]1[CH2:6][C:7]([OH:9])=O.[CH3:10][NH:11][C@H:12]1[CH2:31][N:16]2[C:17]3[C:22]([C:23]([CH2:24][C:25]([O:27]CCC)=[O:26])=[C:15]2[CH2:14][CH2:13]1)=[CH:21][CH:20]=[CH:19][CH:18]=3>>[CH3:10][N:11]([C:7](=[O:9])[CH2:6][C:2]1[S:1][CH:5]=[CH:4][CH:3]=1)[C@H:12]1[CH2:31][N:16]2[C:17]3[C:22]([C:23]([CH2:24][C:25]([OH:27])=[O:26])=[C:15]2[CH2:14][CH2:13]1)=[CH:21][CH:20]=[CH:19][CH:18]=3. Procedure details: The title compound was prepared using analogous procedures described in Example 1 (Method A) from thiophen-2-yl acetic acid and propyl [(7R)-7-(methylamino)-6,7,8,9-tetrahydropyrido[1,2-a]indol-10-yl]acetate. MS (+ESI) m/z: 383. The reactants are CC(C)(C)OC(=O)NCCc1ccc(OCC23CC4CC(CC(C4)C2)C3)cc1, CO, Cl. Yields the product NCCc1ccc(OCC23CC4CC(CC(C4)C2)C3)cc1. Reaction SMILES: [C:1]12([CH2:11][O:12][c:13]3[cH:14][cH:15][c:16]([CH2:19][CH2:20][NH:21][C:22](=[O:23])[O:24][C:25]([CH3:26])([CH3:27])[CH3:28])[cH:17][cH:18]3)[CH2:2][CH:3]3[CH2:4][CH:5]([CH2:6][CH:7]([CH2:8]1)[CH2:9]3)[CH2:10]2.[CH3:30][OH:31].[ClH:29]>>[C:1]12([CH2:11][O:12][c:13]3[cH:14][cH:15][c:16]([CH2:19][CH2:20][NH2:21])[cH:17][cH:18]3)[CH2:2][CH:3]3[CH2:4][CH:5]([CH2:6][CH:7]([CH2:8]1)[CH2:9]3)[CH2:10]2. Reactants: C(C)(=O)C1CN(CCO1)C(=O)OCC1=CC=CC=C1 (2-acetyl-4-benzyloxycarbonylmorpholine), [BH4-].[Na+] (sodium borohydride). Solvent: C1CCOC1.CCO (THF EtOH). Reaction conditions: time 2 hour. Product: OC(C)C1CN(CCO1)C(=O)OCC1=CC=CC=C1 (2-(1-Hydroxyethyl)-4-benzyloxycarbonylmorpholine). Reaction SMILES: [C:1]([CH:4]1[O:9][CH2:8][CH2:7][N:6]([C:10]([O:12][CH2:13][C:14]2[CH:19]=[CH:18][CH:17]=[CH:16][CH:15]=2)=[O:11])[CH2:5]1)(=[O:3])[CH3:2].[BH4-].[Na+]>C1COCC1.CCO>[OH:3][CH:1]([CH:4]1[O:9][CH2:8][CH2:7][N:6]([C:10]([O:12][CH2:13][C:14]2[CH:19]=[CH:18][CH:17]=[CH:16][CH:15]=2)=[O:11])[CH2:5]1)[CH3:2] |f:1.2,3.4|. Reported procedure: To a solution of 1.38 of 2-acetyl-4-benzyloxycarbonylmorpholine in 50 mL of 1:1 THF-EtOH was added 400 mg of sodium borohydride, in several portions. The mixture was stirred at room temperature for 2 h, then quenched by addition of 25 mL of saturated NaHCO3. The mixture was diluted with 75 mL of water and 25 mL of EtOAc. The phases were separated and the aqueous phase was extracted with 2×25 mL of EtOAc. The combined organics were washed with 25 mL of brine, dried over Na2SO4, and concentrated. ... The reactants are CN(C)C(=O)Cl, CC(=O)OC(C)=O, CO, C(#CC1CCCN1)CN1CCCC1. Yields the product CN(C)C(=O)N1CCCC1C#CCN1CCCC1. Reaction SMILES: [CH3:14][N:15]([C:16](=[O:17])[Cl:18])[CH3:19].[CH3:20][C:21]([O:22][C:23](=[O:24])[CH3:25])=[O:26].[CH3:27][OH:28].[NH:1]1[CH:2]([C:6]#[C:7][CH2:8][N:9]2[CH2:10][CH2:11][CH2:12][CH2:13]2)[CH2:3][CH2:4][CH2:5]1>>[N:1]1([C:16]([N:15]([CH3:14])[CH3:19])=[O:17])[CH:2]([C:6]#[C:7][CH2:8][N:9]2[CH2:10][CH2:11][CH2:12][CH2:13]2)[CH2:3][CH2:4][CH2:5]1. The reactants are CS(=O)(=O)Cc1cccc(C(=O)O)c1, Nc1ccc(Cl)c(-c2ccccn2)c1. Yields the product CS(=O)(=O)Cc1cccc(C(=O)Nc2ccc(Cl)c(-c3ccccn3)c2)c1. RXN SMILES: [CH3:15][S:16](=[O:17])(=[O:18])[CH2:19][c:20]1[cH:21][c:22]([C:23](=[O:24])[OH:25])[cH:26][cH:27][cH:28]1.[Cl:1][c:2]1[c:3](-[c:9]2[n:10][cH:11][cH:12][cH:13][cH:14]2)[cH:4][c:5]([NH2:6])[cH:7][cH:8]1>>[Cl:1][c:2]1[c:3](-[c:9]2[n:10][cH:11][cH:12][cH:13][cH:14]2)[cH:4][c:5]([NH:6][C:23]([c:22]2[cH:21][c:20]([CH2:19][S:16]([CH3:15])(=[O:17])=[O:18])[cH:28][cH:27][cH:26]2)=[O:24])[cH:7][cH:8]1.